The task is: describe an organic reaction: reactants, conditions, products, and yield. This data is from the Open Reaction Database (ORD), a public repository of structured organic reaction records. Reactants: COC(C(=O)N1C(=O)OCC1Cc1ccccc1)C(O)c1ccc(OCCc2nc(-c3ccc(C(F)(F)F)cc3)oc2C)c2ccccc12, CC[SiH](CC)CC, O=C(O)C(F)(F)F. Yields the product COC(Cc1ccc(OCCc2nc(-c3ccc(C(F)(F)F)cc3)oc2C)c2ccccc12)C(=O)N1C(=O)OCC1Cc1ccccc1. As a reaction SMILES: [CH2:1]([c:2]1[cH:3][cH:4][cH:5][cH:6][cH:7]1)[CH:8]1[N:9]([C:14]([CH:15]([CH:16]([c:17]2[cH:18][cH:19][c:20]([O:27][CH2:28][CH2:29][c:30]3[n:31][c:32](-[c:36]4[cH:37][cH:38][c:39]([C:42]([F:43])([F:44])[F:45])[cH:40][cH:41]4)[o:33][c:34]3[CH3:35])[c:21]3[cH:22][cH:23][cH:24][cH:25][c:26]23)[OH:46])[O:47][CH3:48])=[O:49])[C:10](=[O:13])[O:11][CH2:12]1.[CH2:50]([SiH:51]([CH2:52][CH3:53])[CH2:54][CH3:55])[CH3:56].[OH:57][C:58]([C:59]([F:60])([F:61])[F:62])=[O:63]>>[CH2:1]([c:2]1[cH:3][cH:4][cH:5][cH:6][cH:7]1)[CH:8]1[N:9]([C:14]([CH:15]([CH2:16][c:17]2[cH:18][cH:19][c:20]([O:27][CH2:28][CH2:29][c:30]3[n:31][c:32](-[c:36]4[cH:37][cH:38][c:39]([C:42]([F:43])([F:44])[F:45])[cH:40][cH:41]4)[o:33][c:34]3[CH3:35])[c:21]3[cH:22][cH:23][cH:24][cH:25][c:26]23)[O:47][CH3:48])=[O:49])[C:10](=[O:13])[O:11][CH2:12]1. Starting materials: C(C)(=O)Cl (acetyl chloride), CNC (dimethylamine), CC1=C(C=O)C=CC=C1 (2-methylbenzaldehyde). Product: yield, [Cl-].C[N+](=CC1=C(C=CC=C1)C)C (dimethyl-(2-methyl-benzylidene)-ammonium chloride). Isolated yield 73.0%. Reaction SMILES: [CH3:1][NH:2][CH3:3].[CH3:4][C:5]1[CH:12]=[CH:11][CH:10]=[CH:9][C:6]=1[CH:7]=O.C([Cl:16])(=O)C>>[Cl-:16].[CH3:1][N+:2]([CH3:3])=[CH:7][C:6]1[CH:9]=[CH:10][CH:11]=[CH:12][C:5]=1[CH3:4] |f:3.4|. Reported procedure: The reaction of 14.0 ml (0.108 mol) dimethylamine solution and 4.6 ml (0.040 mol) 2-methylbenzaldehyde in accordance with general synthesis instructions 1 and subsequent reaction with 2.4 ml (0.040 mol) acetyl chloride in accordance with general synthesis instructions 3 gave 5.3 g (corresponding to 73% of the yield calculated by theory) dimethyl-(2-methyl-benzylidene)-ammonium chloride. Reactants: Cl.COC=1C=C2CC=3C(=NNC3NC3=CC(=CC=C3)F)C2=CC1OC ((6,7-Dimethoxy-2,4-dihydro-indeno[1,2-c]pyrazol-3-yl)-(3-fluoro-phenyl)-amine HCl), Cl.COC=1C=C2CC=3C(=NNC3NC3=CC(=CC=C3)F)C2=CC1OC ((6,7-Dimethoxy-2,4-dihydro-indeno[1,2-c]pyrazol-3-yl)-(3-fluoro-phenyl)-amine HCl), ClC(=O)OC1=CC=CC=C1 (Phenyl chloroformate), ClC(=O)OC1=CC=CC=C1 (Phenyl chloroformate), C(C)(C)N(CC)C(C)C (Diisopropylethylamine). Run in C1CCOC1 (THF). The product is C1(=CC=CC=C1)OC(=O)N1N=C(C2=C1C1=CC(=C(C=C1C2)OC)OC)NC2=CC(=CC=C2)F (3-(3-Fluoro-phenylamino)-6,7-dimethoxy-4H-indeno[1,2-c]pyrazole-1-carboxylic acid phenyl ester). As a reaction SMILES: Cl.[CH3:2][O:3][C:4]1[CH:5]=[C:6]2[C:21](=[CH:22][C:23]=1[O:24][CH3:25])[C:9]1=[N:10][NH:11][C:12]([NH:13][C:14]3[CH:19]=[CH:18][CH:17]=[C:16]([F:20])[CH:15]=3)=[C:8]1[CH2:7]2.Cl[C:27]([O:29][C:30]1[CH:35]=[CH:34][CH:33]=[CH:32][CH:31]=1)=[O:28].C(N(C(C)C)CC)(C)C>C1COCC1>[C:30]1([O:29][C:27]([N:10]2[C:9]3[C:21]4[C:6]([CH2:7][C:8]=3[C:12]([NH:13][C:14]3[CH:19]=[CH:18][CH:17]=[C:16]([F:20])[CH:15]=3)=[N:11]2)=[CH:5][C:4]([O:3][CH3:2])=[C:23]([O:24][CH3:25])[CH:22]=4)=[O:28])[CH:35]=[CH:34][CH:33]=[CH:32][CH:31]=1 |f:0.1|. Reported procedure: To a mixture of (6,7-Dimethoxy-1,4-dihydro-indeno[1,2-c]pyrazol-3-yl)-(3-fluoro-phenyl)-amine (Compound 14) (1.5 g g, 4.2 mmol), Phenyl chloroformate (Compound 55a) (0.76 mL, 6.3 mmole) and THF (10 mL) was added Diisopropylethylamine (DIPEA) (1.4 mL, 8.4 mmole) at room temperature with stirring. The reaction was stirred at room temperature over night. The reaction was quenched with saturated sodium bicarbonate and extracted with ethyl acetate. The solvent was dried over sodium sulfate and remove... The reactants are COC(=O)c1ccc(OC2CCCCO2)c(C2=CCCC2(C)C)c1, CO, Cc1ccc(S(=O)(=O)[O-])cc1, c1cc[nH+]cc1. The product is COC(=O)c1ccc(O)c(C2=CCCC2(C)C)c1. Reaction SMILES: [CH3:1][C:2]1([CH3:24])[CH2:3][CH2:4][CH:5]=[C:6]1[c:7]1[cH:8][c:9]([C:10](=[O:11])[O:12][CH3:13])[cH:14][cH:15][c:16]1[O:17][CH:18]1[CH2:19][CH2:20][CH2:21][CH2:22][O:23]1.[CH3:42][OH:43].[c:25]1([CH3:26])[cH:27][cH:28][c:29]([S:30]([O-:31])(=[O:32])=[O:33])[cH:34][cH:35]1.[nH+:36]1[cH:37][cH:38][cH:39][cH:40][cH:41]1>>[CH3:1][C:2]1([CH3:24])[CH2:3][CH2:4][CH:5]=[C:6]1[c:7]1[cH:8][c:9]([C:10](=[O:11])[O:12][CH3:13])[cH:14][cH:15][c:16]1[OH:17]. The reactants are BrC=1SC2=C(C1)C(C(CC2)(C)C)=O (2-bromo-5,5-dimethyl-6,7-dihydro-1-benzothiophen-4(5H)-one), C([O-])([O-])=O.[Cs+].[Cs+] (cesium carbonate), N1=CC=C(C=C1)B(O)O (pyridine-4-boronic acid), ClCCl (dichloromethane). The reagents and catalysts are C1=CC=C(C=C1)P([C-]2C=CC=C2)C3=CC=CC=C3.C1=CC=C(C=C1)P([C-]2C=CC=C2)C3=CC=CC=C3.Cl[Pd]Cl.[Fe+2] (1,1′-bis(diphenylphosphino)ferrocenepalladium(II) dichloride). Solvent: O1CCOCC1 (1,4-dioxane), O (water), CCOC(=O)C (EtOAc). Conditions: temperature 120 celsius, time 16 hour. Yields the product CC1(CCC2=C(C=C(S2)C2=CC=NC=C2)C1=O)C (5,5-dimethyl-2-pyridin-4-yl-6,7-dihydro-1-benzothiophen-4(5H)-one). Reaction SMILES: Br[C:2]1[S:3][C:4]2[CH2:10][CH2:9][C:8]([CH3:12])([CH3:11])[C:7](=[O:13])[C:5]=2[CH:6]=1.[N:14]1[CH:19]=[CH:18][C:17](B(O)O)=[CH:16][CH:15]=1.ClCCl.C(=O)([O-])[O-].[Cs+].[Cs+]>CCOC(C)=O.C1C=CC(P(C2C=CC=CC=2)[C-]2C=CC=C2)=CC=1.C1C=CC(P(C2C=CC=CC=2)[C-]2C=CC=C2)=CC=1.Cl[Pd]Cl.[Fe+2].O.O1CCOCC1>[CH3:11][C:8]1([CH3:12])[C:7](=[O:13])[C:5]2[CH:6]=[C:2]([C:17]3[CH:18]=[CH:19][N:14]=[CH:15][CH:16]=3)[S:3][C:4]=2[CH2:10][CH2:9]1 |f:3.4.5,7.8.9.10|. Procedure details: In a 100 ml round bottomed flask were placed 2-bromo-5,5-dimethyl-6,7-dihydro-1-benzothiophen-4(5H)-one (550 mg, 2.1 mmol), pyridine-4-boronic acid (326 mg, 2.65 mmol), 1,1′-bis(diphenylphosphino)ferrocenepalladium(II) dichloride, dichloromethane (96 mg, 0.12 mmol) and 1,4-dioxane (30 mL). To the mixture were added cesium carbonate (3.08 g, 9.45 mmol) and water (20 mL). The mixture was stirred for 16 h at 120° C. The mixture was allowed to cool to rt then diluted with EtOAc (100 mL). The mixture... Starting materials: ClC1=NC=2N([C@@H](C(N(C2C=N1)C)=O)CC)C1CCCC1 ((R)-2-Chloro-8-cyclopentyl-7-ethyl-5-methyl-7,8-dihydropteridin-6(5H)-one), Cl (HCl), NC1=CC=NC=C1 (4-aminopyridine). Solvent: C(C)(C)O (isopropanol), O1CCOCC1 (dioxane). Reaction conditions: temperature 160 celsius. Yields the product C1(CCCC1)N1[C@@H](C(N(C=2C=NC(=NC12)N1C=CC(C=C1)=N)C)=O)CC ((R)-8-cyclopentyl-7-ethyl-2-(4-iminopyridin-1(4H)-yl)-5-methyl-7,8-dihydropteridin-6(5H)-one). Reaction SMILES: Cl[C:2]1[N:11]=[CH:10][C:9]2[N:8]([CH3:12])[C:7](=[O:13])[C@@H:6]([CH2:14][CH3:15])[N:5]([CH:16]3[CH2:20][CH2:19][CH2:18][CH2:17]3)[C:4]=2[N:3]=1.Cl.[NH2:22][C:23]1[CH:28]=[CH:27][N:26]=[CH:25][CH:24]=1>C(O)(C)C.O1CCOCC1>[CH:16]1([N:5]2[C:4]3[N:3]=[C:2]([N:26]4[CH:27]=[CH:28][C:23](=[NH:22])[CH:24]=[CH:25]4)[N:11]=[CH:10][C:9]=3[N:8]([CH3:12])[C:7](=[O:13])[C@H:6]2[CH2:14][CH3:15])[CH2:20][CH2:19][CH2:18][CH2:17]1. Reported procedure: To a solution of the Intermediate B (400 mg, 1.36 mmol) in 5 mL of isopropanol in a microwave vial, 4N HCl in dioxane (0.43 mL) and 4-aminopyridine (320 mg, 2 eq) were added and the vial was heated in a microwave oven at 160° C. for 1 hour. Solvent was removed under reduced pressure and the resulting yellow solid was purified by reversed phase HPLC to give the title compound. 1H NMR (CDCl3) δ: 9.62 (bs, 1H), 8.91 (d, J=7.7 Hz, 2H), 7.81 (s, 1H), 7.37 (d, J=7.8 Hz, 2H), 4.44-4.36 (m, 2H), 3.41 (s...